Dataset: the Open Reaction Database (ORD), a public repository of structured organic reaction records. Task: describe an organic reaction: reactants, conditions, products, and yield Procedure: To a solution of N-[2-(4-amino-3-benzyloxy-phenyl)-ethyl]-2-(3,5-dibromo-4-methoxy-phenyl)-acetamide (0.995 g, 0.00181 mol) and phenylsulfonyl chloride (0.484 g, 0.00274 mol) 40 mL of methylene chloride was added 5 mL of pyridine. The reaction mixture was stirred overnight at room temperature, washed with 1N HCl and 1N NaOH, dried over Na2SO4 and concentrated. A crystallization from ethyl acetate-hexanes gave an oil. It was solidified under standing. Yield 1.043 g (83%). RXN SMILES: [NH2:1][C:2]1[CH:7]=[CH:6][C:5]([CH2:8][CH2:9][NH:10][C:11](=[O:23])[CH2:12][C:13]2[CH:18]=[C:17]([Br:19])[C:16]([O:20][CH3:21])=[C:15]([Br:22])[CH:14]=2)=[CH:4][C:3]=1[O:24][CH2:25][C:26]1[CH:31]=[CH:30][CH:29]=[CH:28][CH:27]=1.[C:32]1([S:38](Cl)(=[O:40])=[O:39])[CH:37]=[CH:36][CH:35]=[CH:34][CH:33]=1.C(Cl)Cl>N1C=CC=CC=1>[C:32]1([S:38]([NH:1][C:2]2[CH:7]=[CH:6][C:5]([CH2:8][CH2:9][NH:10][C:11](=[O:23])[CH2:12][C:13]3[CH:18]=[C:17]([Br:19])[C:16]([O:20][CH3:21])=[C:15]([Br:22])[CH:14]=3)=[CH:4][C:3]=2[O:24][CH2:25][C:26]2[CH:27]=[CH:28][CH:29]=[CH:30][CH:31]=2)(=[O:40])=[O:39])[CH:37]=[CH:36][CH:35]=[CH:34][CH:33]=1. The product is C1(=CC=CC=C1)S(=O)(=O)NC1=C(C=C(C=C1)CCNC(CC1=CC(=C(C(=C1)Br)OC)Br)=O)OCC1=CC=CC=C1 (N-[2-(4-benzenesulfonylamino-3-benzyloxy-phenyl)-ethyl]-2-(3,5-dibromo-4-methoxy-phenyl)-acetamide). Starting materials: NC1=C(C=C(C=C1)CCNC(CC1=CC(=C(C(=C1)Br)OC)Br)=O)OCC1=CC=CC=C1 (N-[2-(4-amino-3-benzyloxy-phenyl)-ethyl]-2-(3,5-dibromo-4-methoxy-phenyl)-acetamide), C1(=CC=CC=C1)S(=O)(=O)Cl (phenylsulfonyl chloride), C(Cl)Cl (methylene chloride). Run in N1=CC=CC=C1 (pyridine). Reaction conditions: time 8 hour. Starting materials: N1CC(C1)OC1=NC=CC(=C1)OCC1=CC=CC=C1 (2-(Azetidin-3-yloxy)-4-benzyloxy-pyridine), BrC1=CC=C(C=C1)[C@H](C)NC(C)=O ((S)—N-[1-(4-bromo-phenyl)-ethyl]-acetamide). Product: C(C1=CC=CC=C1)OC1=CC(=NC=C1)OC1CN(C1)C1=CC=C(C=C1)[C@H](C)NC(C)=O ((S)—N-(1-{4-[3-(4-Benzyloxy-pyridin-2-yloxy)-azetidin-1-yl]-phenyl}-ethyl)-acetamide). Reaction SMILES: [NH:1]1[CH2:4][CH:3]([O:5][C:6]2[CH:11]=[C:10]([O:12][CH2:13][C:14]3[CH:19]=[CH:18][CH:17]=[CH:16][CH:15]=3)[CH:9]=[CH:8][N:7]=2)[CH2:2]1.Br[C:21]1[CH:26]=[CH:25][C:24]([C@@H:27]([NH:29][C:30](=[O:32])[CH3:31])[CH3:28])=[CH:23][CH:22]=1>>[CH2:13]([O:12][C:10]1[CH:9]=[CH:8][N:7]=[C:6]([O:5][CH:3]2[CH2:4][N:1]([C:21]3[CH:26]=[CH:25][C:24]([C@@H:27]([NH:29][C:30](=[O:32])[CH3:31])[CH3:28])=[CH:23][CH:22]=3)[CH2:2]2)[CH:11]=1)[C:14]1[CH:15]=[CH:16][CH:17]=[CH:18][CH:19]=1. Reported procedure: Example 8.7 is prepared analogously to 8.1. 2-(Azetidin-3-yloxy)-4-benzyloxy-pyridine (IX.3) and (S)—N-[1-(4-bromo-phenyl)-ethyl]-acetamide (I.1) are used as starting materials. Starting materials: C1CCOC1, COC(=O)c1ccccc1CBr, [H-], [Na+], O, O=C(O)Cc1ccc(S)cc1. Yields the product COC(=O)c1ccccc1CSc1ccc(CC(=O)O)cc1. Reaction SMILES: [CH2:27]1[O:28][CH2:29][CH2:30][CH2:31]1.[CH3:14][O:15][C:16]([c:17]1[c:18]([CH2:23][Br:24])[cH:19][cH:20][cH:21][cH:22]1)=[O:25].[H-:12].[Na+:13].[OH2:26].[SH:1][c:2]1[cH:3][cH:4][c:5]([CH2:8][C:9](=[O:10])[OH:11])[cH:6][cH:7]1>>[S:1]([c:2]1[cH:3][cH:4][c:5]([CH2:8][C:9](=[O:10])[OH:11])[cH:6][cH:7]1)[CH2:23][c:18]1[c:17]([C:16]([O:15][CH3:14])=[O:25])[cH:22][cH:21][cH:20][cH:19]1. Yields the product CN(C(=O)c1cc(Br)cc(OCCNc2ccncc2)c1)C1CCCCC1, O=C(O)C(F)(F)F. Reactants: F[B-](F)(F)F, O=C(O)c1cc(Br)cc(OCCNc2ccncc2)c1, CNC1CCCCC1, CCN(C(C)C)C(C)C, O=C(O)C(F)(F)F, CN(C)C=O, On1nnc2ccccc21, CN(C)C(On1nnc2ccccc21)=[N+](C)C. RXN SMILES: [B-:28]([F:29])([F:30])([F:31])[F:32].[Br:8][c:9]1[cH:10][c:11]([C:12](=[O:13])[OH:14])[cH:15][c:16]([O:18][CH2:19][CH2:20][NH:21][c:22]2[cH:23][cH:24][n:25][cH:26][cH:27]2)[cH:17]1.[CH3:69][NH:70][CH:71]1[CH2:72][CH2:73][CH2:74][CH2:75][CH2:76]1.[CH:60]([N:61]([CH2:62][CH3:63])[CH:64]([CH3:65])[CH3:66])([CH3:67])[CH3:68].[F:1][C:2]([C:3](=[O:4])[OH:5])([F:6])[F:7].[O:77]=[CH:78][N:79]([CH3:80])[CH3:81].[OH:50][n:51]1[c:52]2[c:53]([cH:54][cH:55][cH:56][cH:57]2)[n:58][n:59]1.[n:33]1([O:34][C:35]([N:36]([CH3:37])[CH3:38])=[N+:39]([CH3:40])[CH3:41])[c:42]2[cH:43][cH:44][cH:45][cH:46][c:47]2[n:48][n:49]1>>[Br:8][c:9]1[cH:10][c:11]([C:12](=[O:14])[N:70]([CH3:69])[CH:71]2[CH2:72][CH2:73][CH2:74][CH2:75][CH2:76]2)[cH:15][c:16]([O:18][CH2:19][CH2:20][NH:21][c:22]2[cH:23][cH:24][n:25][cH:26][cH:27]2)[cH:17]1.[F:1][C:2]([C:3](=[O:4])[OH:5])([F:6])[F:7].